From a dataset of the Open Reaction Database (ORD), a public repository of structured organic reaction records. describe an organic reaction: reactants, conditions, products, and yield Reactants: N\C(\C(=O)OCC)=N/OC(=O)[C@@H](CC(=O)OC(C)(C)C)CCCC1CCCCC1 (tert-Butyl (3R)-3-[({[(Z)-1-amino-2-ethoxy-2-oxoethylidene]amino}oxy)carbonyl]-6-cyclohexylhexanoate). Run in C=1(C(=CC=CC1)C)C (xylene). Product: C(C)(C)(C)OC(C[C@@H](CCCC1CCCCC1)C1=NC(=NO1)C(=O)OCC)=O (Ethyl 5-{(1R)-1-[2-(tert-butoxy)-2-oxoethyl]-4-cyclohexylbutyl}-1,2,4-oxadiazole-3-carboxylate). Yield: 99.8%. RXN SMILES: [NH2:1]/[C:2](=[N:8]\[O:9][C:10]([C@H:12]([CH2:21][CH2:22][CH2:23][CH:24]1[CH2:29][CH2:28][CH2:27][CH2:26][CH2:25]1)[CH2:13][C:14]([O:16][C:17]([CH3:20])([CH3:19])[CH3:18])=[O:15])=O)/[C:3]([O:5][CH2:6][CH3:7])=[O:4]>C1(C)C(C)=CC=CC=1>[C:17]([O:16][C:14](=[O:15])[CH2:13][C@H:12]([C:10]1[O:9][N:8]=[C:2]([C:3]([O:5][CH2:6][CH3:7])=[O:4])[N:1]=1)[CH2:21][CH2:22][CH2:23][CH:24]1[CH2:29][CH2:28][CH2:27][CH2:26][CH2:25]1)([CH3:20])([CH3:19])[CH3:18]. Procedure details: A solution of tert-Butyl (3R)-3-[({[(Z)-1-amino-2-ethoxy-2-oxoethylidene]amino}oxy)carbonyl]-6-cyclohexylhexanoate (Preparation 26) (21.0 g, 50.82 mmol) in xylene (400 ml) was heated at 130° C. for 17 hours, then allowed to cool to room temperature. The residue was purified by column chromatography on silica gel eluting with a gradient system of ethyl acetate: pentane (5:95) gradually changing to ethyl acetate: pentane (20:80) to afford the title compound as a colourless oil (20.0 g). Reactants: CC1C(NC(N1)=O)=O (5-methylimidazolidine-2,4-dione), COC1=CC=C(CCl)C=C1 (4-methoxybenzyl chloride), C([O-])([O-])=O.[K+].[K+] (potassium carbonate), [I-].[K+] (potassium iodide). Run in O (water), CN(C=O)C (N,N-dimethylformamide). Run at temperature 90 celsius, time 9 hour. Yields the product COC1=CC=C(CN2C(NC(C2=O)C)=O)C=C1 (3-(4-methoxybenzyl)-5-methylimidazolidine-2,4-dione). As a reaction SMILES: [CH3:1][CH:2]1[NH:6][C:5](=[O:7])[NH:4][C:3]1=[O:8].[CH3:9][O:10][C:11]1[CH:18]=[CH:17][C:14]([CH2:15]Cl)=[CH:13][CH:12]=1.C(=O)([O-])[O-].[K+].[K+].[I-].[K+]>O.CN(C)C=O>[CH3:9][O:10][C:11]1[CH:18]=[CH:17][C:14]([CH2:15][N:4]2[C:3](=[O:8])[CH:2]([CH3:1])[NH:6][C:5]2=[O:7])=[CH:13][CH:12]=1 |f:2.3.4,5.6|. Procedure: To a mixture of 5-methylimidazolidine-2,4-dione (2.00 g), 4-methoxybenzyl chloride (2.85 mL) and potassium carbonate (3.15 g) were added N,N-dimethylformamide (20 mL) and potassium iodide (0.29 g), and the mixture was stirred at 90° C. for 9 hr. The reaction mixture was cooled, water was added, and the mixture was extracted with ethyl acetate. The organic layer was washed with water and saturated brine, and the solvent was evaporated. The obtained residue was recrystallized from ethyl acetate/di... RXN SMILES: [C:30]([BH3-:31])#[N:32].[CH3:1][c:2]1[c:3]([NH:14][C:15]([CH2:16][C:17]([CH3:18])([CH3:19])[CH3:20])=[O:21])[c:4]([CH3:13])[cH:5][c:6]2[c:11]1[CH2:10][CH2:9][CH2:8][C:7]2=[O:12].[CH3:34][c:35]1[cH:36][c:37]([CH3:38])[cH:39][cH:40][cH:41]1.[NH2:22][c:23]1[cH:24][cH:25][c:26]([F:27])[cH:28][cH:29]1.[Na+:33]>>[CH3:1][c:2]1[c:3]([NH:14][C:15]([CH2:16][C:17]([CH3:18])([CH3:19])[CH3:20])=[O:21])[c:4]([CH3:13])[cH:5][c:6]2[c:11]1[CH2:10][CH2:9][CH2:8][CH:7]2[NH:22][c:23]1[cH:24][cH:25][c:26]([F:27])[cH:28][cH:29]1. The reactants are [BH3-]C#N, Cc1cc2c(c(C)c1NC(=O)CC(C)(C)C)CCCC2=O, Cc1cccc(C)c1, Nc1ccc(F)cc1, [Na+]. Yields the product Cc1cc2c(c(C)c1NC(=O)CC(C)(C)C)CCCC2Nc1ccc(F)cc1. Reactants: C(C)(C)(C)OC(NCCCCC1=CC=C(C=C1)OCC(NC=1NC=CN1)=O)=O ((4-{4-[(1H-Imidazol-2-yl-carbamoyl)methoxy]phenyl}butyl)carbamic acid tert-butyl ester), Cl (HCl). Product: Cl.Cl.NCCCCC1=CC=C(OCC(=O)NC=2NC=CN2)C=C1 (2-[4-(4-Aminobutyl)phenoxy]-N-(1H-imidazol-2-yl)acetamide dihydrochloride), solid. Isolated yield 98.0%. Reaction SMILES: C(OC(=O)[NH:7][CH2:8][CH2:9][CH2:10][CH2:11][C:12]1[CH:17]=[CH:16][C:15]([O:18][CH2:19][C:20](=[O:27])[NH:21][C:22]2[NH:23][CH:24]=[CH:25][N:26]=2)=[CH:14][CH:13]=1)(C)(C)C.[ClH:29]>>[ClH:29].[ClH:29].[NH2:7][CH2:8][CH2:9][CH2:10][CH2:11][C:12]1[CH:17]=[CH:16][C:15]([O:18][CH2:19][C:20]([NH:21][C:22]2[NH:26][CH:25]=[CH:24][N:23]=2)=[O:27])=[CH:14][CH:13]=1 |f:2.3.4|. Reported procedure: (4-{4-[(1H-Imidazol-2-yl-carbamoyl)methoxy]phenyl}butyl)carbamic acid tert-butyl ester 34 (950 mg, 2.45 mmol) was treated with HCl (4 M in dioxane, 24 mL, 96 mmol) at room temperature for 12 h. The reaction mixture was concentrated in vacuo and further co-evaporated with dichloromethane and methanol, and dried under high vacuum. The desired product was obtained as a white solid (779 mg, 98%) and used directly without further purification. 1H NMR (300 MHz, CD3OD) δ 1.59-1.74 (m, 4H), 2.55-2.67 (m... As a reaction SMILES: [Cl:1][C:2]1[CH:14]=[CH:13][C:5]([C:6]([CH:8]=[CH:9][C:10]([OH:12])=[O:11])=[O:7])=[CH:4][CH:3]=1.S(OC)(OC)(=O)=O.C(=O)([O-])[O-].[K+].[K+].[CH2:28](OCC)[CH3:29]>CN(C)C=O>[Cl:1][C:2]1[CH:3]=[CH:4][C:5]([C:6]([CH:8]=[CH:9][C:10]([O:12][CH2:28][CH3:29])=[O:11])=[O:7])=[CH:13][CH:14]=1 |f:2.3.4|. Procedure: To a solution of 4.22 g of 3-(4-chlorobenzoyl)-acrylic acid in 40 ml of dimethylformamide were added 3.68 g of dimethyl sulfate and 1.36 g of potassium carbonate, and the mixture was stirred at room temperature for 3 hours. To the reaction solution was added diethyl ether. The mixture was washed, in turn, with water, a saturated aqueous solution of sodium hydrogencarbonate and water, and dried over magnesium sulfate. The diethyl ether was removed from the mixture by evaporation, and the residue ... The reactants are ClC1=CC=C(C(=O)C=CC(=O)O)C=C1 (3-(4-chlorobenzoyl)-acrylic acid), S(=O)(=O)(OC)OC (dimethyl sulfate), C([O-])([O-])=O.[K+].[K+] (potassium carbonate), C(C)OCC (diethyl ether). The product is ClC1=CC=C(C(=O)C=CC(=O)OCC)C=C1 (ethyl 3-(4-chlorobenzoyl)acrylate). Run in CN(C=O)C (dimethylformamide). Reaction conditions: time 3 hour. The reactants are NCCCCO (4-amino-butan-1-ol), C(C1=CC=CC=C1)=O (benzaldehyde), [H][H] (hydrogen). The reagents and catalysts are O=[Pt]=O (PtO2). The solvent is C(C)O (ethanol). The product is C1(=CC=CC=C1)CNCCCCO (4-[[(phenyl)methyl]amino]-butan-1-ol). Isolated yield 98.7%. RXN SMILES: [NH2:1][CH2:2][CH2:3][CH2:4][CH2:5][OH:6].[CH:7](=O)[C:8]1[CH:13]=[CH:12][CH:11]=[CH:10][CH:9]=1.[H][H]>O=[Pt]=O.C(O)C>[C:8]1([CH2:7][NH:1][CH2:2][CH2:3][CH2:4][CH2:5][OH:6])[CH:13]=[CH:12][CH:11]=[CH:10][CH:9]=1. Procedure: Dissolve diaminooctane (10.8 g, 0.075) in methylene chloride (200 mL), methanol (100 mL) with di-t-butyldicarbonate (32.7 g, 0.156 mol). Stir the reaction overnight. Concentrate the reaction under vacuum and crystallize the residue from hexane to provide N, N'-bis(t-butoxycarbonyl)-1,8-octanediamine (20.2 g), mp 96-97° C. Combine 4-amino-butan-1-ol (8.9 g, 0.1 mol), benzaldehyde (10.6 g, 0.1 mol), ethanol (100 mL) and PtO2 (0.3 g) and hydrogenate at 45 lbs./sq. in. until hydrogen is no longer ta... Reactants: CC(=O)OC=C(C)Cc1ccc(C(C)(C)C)cc1, C1CCOC1, CC(C)(C)[O-], [K+], O=C(Cl)CCc1ccccc1. The product is CC(=COC(=O)CCc1ccccc1)Cc1ccc(C(C)(C)C)cc1. Reaction SMILES: [C:1]([CH3:2])([CH3:3])([CH3:4])[c:5]1[cH:6][cH:7][c:8]([CH2:11][C:12](=[CH:13][O:14][C:15]([CH3:16])=[O:17])[CH3:18])[cH:9][cH:10]1.[CH2:36]1[O:37][CH2:38][CH2:39][CH2:40]1.[CH3:19][C:20]([CH3:21])([O-:22])[CH3:23].[K+:24].[c:25]1([CH2:31][CH2:32][C:33]([Cl:34])=[O:35])[cH:26][cH:27][cH:28][cH:29][cH:30]1>>[C:1]([CH3:2])([CH3:3])([CH3:4])[c:5]1[cH:6][cH:7][c:8]([CH2:11][C:12](=[CH:13][O:14][C:15]([CH2:16][CH2:31][c:25]2[cH:26][cH:27][cH:28][cH:29][cH:30]2)=[O:17])[CH3:18])[cH:9][cH:10]1. The reactants are C([O-])([O-])=O.[Na+].[Na+] (sodium carbonate), ClC1=C(C(N)=NO)C(=CC=C1)Cl (2,6-Dichlorobenzamidoxime), ice water, [N+](=O)([O-])C=1C=C(C(=O)Cl)C=CC1 (m-nitrobenzoyl chloride). The solvent is N1=CC=CC=C1 (pyridine). Run at time 1 hour. Yields the product ClC1=C(C(=CC=C1)Cl)C1=NOC(=N1)C1=CC(=CC=C1)[N+](=O)[O-] (3-(2,6-dichlorophenyl)-5-(3-nitrophenyl)-1,2,4-oxadiazole). The yield is 42.1%. RXN SMILES: [Cl:1][C:2]1[CH:11]=[CH:10][CH:9]=[C:8]([Cl:12])[C:3]=1[C:4](=[N:6][OH:7])[NH2:5].[N+:13]([C:16]1[CH:17]=[C:18]([CH:22]=[CH:23][CH:24]=1)[C:19](Cl)=O)([O-:15])=[O:14].C(=O)([O-])[O-].[Na+].[Na+]>N1C=CC=CC=1>[Cl:1][C:2]1[CH:11]=[CH:10][CH:9]=[C:8]([Cl:12])[C:3]=1[C:4]1[N:5]=[C:19]([C:18]2[CH:22]=[CH:23][CH:24]=[C:16]([N+:13]([O-:15])=[O:14])[CH:17]=2)[O:7][N:6]=1 |f:2.3.4|. Reported procedure: 2,6-Dichlorobenzamidoxime (1.0 g) was dissolved in pyridine and m-nitrobenzoyl chloride (0.91 gm, 1.0 molar equivalent) was added. The solution was stirred at room temperature for 1 h under nitrogen, then heated at 90° C. for 4 h. The solution was cooled to room temperature, and poured into ice water. The pH of the solution was adjusted to approximately pH 10 with 2M aqueous sodium carbonate solution. The mixture was extracted with ether and the organic layer was dried over anhydrous sodium sulf... Reactants: product ( 1e ), CN(C=O)C (dimethylformamide), COC(CN1C(NNC(C1=O)=O)=S)OC (4-(2,2-dimethoxyethyl)-5,6-dioxo-3-thioxoperhydro-1,2,4-triazine), C(C)(C)N(C(C)C)CC (N,N-diisopropylethylamine), C(C)(=O)OCC (ethyl acetate). Run at temperature 60 celsius. The product is O=C1CC2S(CC=CN12)=O (8-oxo-5-thia-1-azabicyclo-[4.2.0]-oct-2-ene-5-oxide). Reaction SMILES: CN(C)C=[O:4].COC(OC)CN1C(=O)C(=O)NN[C:11]1=[S:18].C([N:24]([CH2:28][CH3:29])[CH:25](C)C)(C)C.C([O:33][CH2:34][CH3:35])(=O)C>>[O:33]=[C:34]1[N:24]2[CH:25]([S:18](=[O:4])[CH2:11][CH:29]=[CH:28]2)[CH2:35]1. Procedure: A mixture of product (1e) (6.79 g), dimethylformamide (60 cc), 4-(2,2-dimethoxyethyl)-5,6-dioxo-3-thioxoperhydro-1,2,4-triazine (1.68 g) and N,N-diisopropylethylamine (1.25 cc) is heated at 60° C., under nitrogen, for 4 hours, whilst stirring. The mixture is diluted with ethyl acetate (250 cc), washed with water (3×125 cc) and a saturated solution of sodium chloride (2×125 cc), dried over sodium sulphate and filtered and the filtrate is concentrated to dryness at 20° C. under 20 mm Hg (2.7 kPa)....